describe an organic reaction: reactants, conditions, products, and yield From a dataset of the Open Reaction Database (ORD), a public repository of structured organic reaction records. Starting materials: ClC1=NC=NC2=CC(=C(C=C12)OC)OCCOC (4-chloro-6-methoxy-7-(2-methoxyethoxy)quinazoline), C(#N)C=1C=C2CC(NC2=CC1)=O (5-cyanooxindole), [H-].[Na+] (sodium hydride). Run in CN(C)C=O (DMF), C1CCOC1 (THF), C1CCOC1 (THF), C1CCOC1 (THF). Conditions: time 20 minute. The product is Cl.C(#N)C=1C=C2C(C(NC2=CC1)=O)C1=NC=NC2=CC(=C(C=C12)OC)OCCOC (4-(5-cyanooxindol-3-yl)-6-methoxy-7-(2-methoxyethoxy)quinazoline hydrochloride). The yield is 35.9%. As a reaction SMILES: [C:1]([C:3]1[CH:4]=[C:5]2[C:9](=[CH:10][CH:11]=1)[NH:8][C:7](=[O:12])[CH2:6]2)#[N:2].[H-].[Na+].[Cl:15][C:16]1[C:25]2[C:20](=[CH:21][C:22]([O:28][CH2:29][CH2:30][O:31][CH3:32])=[C:23]([O:26][CH3:27])[CH:24]=2)[N:19]=[CH:18][N:17]=1>C1COCC1.CN(C=O)C>[ClH:15].[C:1]([C:3]1[CH:4]=[C:5]2[C:9](=[CH:10][CH:11]=1)[NH:8][C:7](=[O:12])[CH:6]2[C:16]1[C:25]2[C:20](=[CH:21][C:22]([O:28][CH2:29][CH2:30][O:31][CH3:32])=[C:23]([O:26][CH3:27])[CH:24]=2)[N:19]=[CH:18][N:17]=1)#[N:2] |f:1.2,6.7|. Procedure: A solution of 5-cyanooxindole (285 mg, 1.8 mmol), (Tet. Lett., 1987, 28, 4027), in THF (12 ml) was added dropwise under nitrogen, to a suspension of sodium hydride (96 mg, 2.4 mmol, prewashed with hexane) in THF (5 ml). The mixture was stirred for 20 minutes at ambient temperature, and a solution of 4-chloro-6-methoxy-7-(2-methoxyethoxy)quinazoline (162 mg, 0.6 mmol), (prepared as described for the starting material in Example 2), in DMF (0.5 ml) in THF (3 ml) was added dropwise. The mixture was... Starting materials: [Br-], C1CCOC1, O=C1CN(C(=O)OCc2ccccc2)C1, C[Mg+], CCOCC. Yields the product CC1(O)CN(C(=O)OCc2ccccc2)C1. Reaction SMILES: [Br-:1].[CH2:24]1[O:25][CH2:26][CH2:27][CH2:28]1.[CH2:9]([c:10]1[cH:11][cH:12][cH:13][cH:14][cH:15]1)[O:16][C:17](=[O:18])[N:19]1[CH2:20][C:21](=[O:23])[CH2:22]1.[CH3:2][Mg+:3].[CH3:4][CH2:5][O:6][CH2:7][CH3:8]>>[CH3:4][C:21]1([OH:23])[CH2:20][N:19]([C:17]([O:16][CH2:9][c:10]2[cH:11][cH:12][cH:13][cH:14][cH:15]2)=[O:18])[CH2:22]1. The reactants are C(C1=CC=CC=C1)(=O)[O-].[Na+] (Sodium benzoate), ClCCCO (1-chloro-3-hydroxypropane). Solvent: CN(C)C=O (DMF). Run at temperature 135 celsius. Yields the product C(C1=CC=CC=C1)(=O)OCCCO (3-benzoyloxy-1-propanol). Isolated yield 70.9%. Reaction SMILES: [C:1]([O-:9])(=[O:8])[C:2]1[CH:7]=[CH:6][CH:5]=[CH:4][CH:3]=1.[Na+].Cl[CH2:12][CH2:13][CH2:14][OH:15]>CN(C=O)C>[C:1]([O:9][CH2:12][CH2:13][CH2:14][OH:15])(=[O:8])[C:2]1[CH:7]=[CH:6][CH:5]=[CH:4][CH:3]=1 |f:0.1|. Procedure details: Sodium benzoate (96.32 g) in DMF (690 ml) was heated to 80° C., and 1-chloro-3-hydroxypropane (63.06 g) was added over 15 minutes. The temperature increased to 135° C., and the reaction mixture was heated at 135°-175° C. for 3 hours. Filtration removed 38 g of sodium chloride (97% of theory). The filtration was partially evaporated at reduced pressure at <40° C. The concentrated filtrate was poured into ice water and extracted well with ether. The combined ether extracts were washed with water, ... The reactants are NCC(=O)C1=CN(C2=CC=CC=C12)C(=O)OC(C)(C)C (3-aminoacetyl-1-(tert-butoxycarbonyl)-indole), C(=O)(Cl)Cl (phosgene), Cl.NCC(=O)C1=CN(C2=CC=CC=C12)C(=O)OC(C)(C)C (3-aminoacetyl-1-(tert-butoxycarbonyl)-indole hydrochloride), amine, [H-].[Na+] (sodium hydride), ClC(Cl)(OC(OC(Cl)(Cl)Cl)=O)Cl (triphosgene). The solvent is ClCCl (dichloromethane), N1=CC=CC=C1 (pyridine), C(C)(=O)OCC (ethyl acetate), C(C)(=O)OCC (ethyl acetate), C(C)OCC (diethyl ether). The product is C(C)(C)(C)OC(=O)N1C=C(C2=CC=CC=C12)C(CN=C=O)=O (2-(1-tert-butoxycarbonyl-indol-3-yl)-2-oxo-ethylisocyanate). Reaction SMILES: [NH2:1][CH2:2][C:3]([C:5]1[C:13]2[C:8](=[CH:9][CH:10]=[CH:11][CH:12]=2)[N:7]([C:14]([O:16][C:17]([CH3:20])([CH3:19])[CH3:18])=[O:15])[CH:6]=1)=[O:4].[H-].[Na+].Cl.NC[C:26](C1C2C(=CC=CC=2)N(C(OC(C)(C)C)=O)C=1)=[O:27].C(Cl)(Cl)=O.ClC(Cl)(OC(=O)OC(Cl)(Cl)Cl)Cl>C(OCC)(=O)C.C(OCC)C.ClCCl.N1C=CC=CC=1>[C:17]([O:16][C:14]([N:7]1[C:8]2[C:13](=[CH:12][CH:11]=[CH:10][CH:9]=2)[C:5]([C:3](=[O:4])[CH2:2][N:1]=[C:26]=[O:27])=[CH:6]1)=[O:15])([CH3:20])([CH3:19])[CH3:18] |f:1.2,3.4|. Procedure details: To a stirred solution of 3-aminoacetyl-1-(tert-butoxycarbonyl)-indole, which may be prepared as described in Step (e) above, (0.01 mol), optionally in the presence of from 1 to 3 mol equivalents of a volatile (i.e., boiling point <150° C.) non-nucleophilic base such as, for example, a volatile tertiary organic amine or pyridine, or a solid non-nucleophilic base such as, for example, sodium hydride, or 3-aminoacetyl-1-(tert-butoxycarbonyl)-indole hydrochloride, which may be prepared as described ... The reactants are C(=O)(O)C12CCC(CC1)(CC2)NCC(=O)N2[C@@H](C[C@@H](C2)F)C#N ((2S,4S)-1-[[N-(4-carboxybicyclo[2.2.2]oct-1-yl)amino]acetyl]-4-fluoropyrrolidine-2-carbonitrile), FC(C1=C(CBr)C=CC=C1)(F)F (2-trifluoromethylbenzyl bromide). The product is F[C@H]1C[C@H](N(C1)C(CNC12CCC(CC1)(CC2)C(=O)OCC2=C(C=CC=C2)C(F)(F)F)=O)C#N ((2S,4S)-4-fluoro-1-[[N-[4-(2-trifluoromethylbenzyl)oxycarbonyl bicyclo[2.2.2]oct-1-yl]amino]acetyl]pyrrolidine-2-carbonitrile). The yield is 89.3%. As a reaction SMILES: [C:1]([C:4]12[CH2:11][CH2:10][C:7]([NH:12][CH2:13][C:14]([N:16]3[CH2:20][C@@H:19]([F:21])[CH2:18][C@H:17]3[C:22]#[N:23])=[O:15])([CH2:8][CH2:9]1)[CH2:6][CH2:5]2)([OH:3])=[O:2].[F:24][C:25]([F:35])([F:34])[C:26]1[CH:33]=[CH:32][CH:31]=[CH:30][C:27]=1[CH2:28]Br>>[F:21][C@@H:19]1[CH2:20][N:16]([C:14](=[O:15])[CH2:13][NH:12][C:7]23[CH2:10][CH2:11][C:4]([C:1]([O:3][CH2:28][C:27]4[CH:30]=[CH:31][CH:32]=[CH:33][C:26]=4[C:25]([F:24])([F:34])[F:35])=[O:2])([CH2:9][CH2:8]2)[CH2:5][CH2:6]3)[C@H:17]([C:22]#[N:23])[CH2:18]1. Procedure: In a similar manner to Example 8, (2S,4S)-1-[[N-(4-carboxybicyclo[2.2.2]oct-1-yl)amino]acetyl]-4-fluoropyrrolidine-2-carbonitrile (30.0 mg) and 2-trifluoromethylbenzyl bromide (25.4 mg) were used to obtain (2S,4S)-4-fluoro-1-[[N-[4-(2-trifluoromethylbenzyl)oxycarbonyl bicyclo[2.2.2]oct-1-yl]amino]acetyl]pyrrolidine-2-carbonitrile (39.9 mg). Reactants: O (Water), C1CC(=O)N(C1=O)Br (N-Bromosuccimide), N(=NC(C#N)(C)C)C(C#N)(C)C (2,2′-azobisisobutyronitrile), OC=1C=C2C=CC=NC2=CC1C (6-Hydroxy-7-methylquinoline). Run in ClC1=CC=CC=C1 (chlorobenzene). Conditions: temperature 80 celsius, time 1 hour. The product is BrC1=C2C=CC=NC2=CC(=C1O)C (5-bromo-6-hydroxy-7-methyl-quinoline). Yield: 97.7%. RXN SMILES: [OH:1][C:2]1[CH:3]=[C:4]2[C:9](=[CH:10][C:11]=1[CH3:12])[N:8]=[CH:7][CH:6]=[CH:5]2.C1C(=O)N([Br:20])C(=O)C1.N(C(C)(C)C#N)=NC(C)(C)C#N.O>ClC1C=CC=CC=1>[Br:20][C:3]1[C:2]([OH:1])=[C:11]([CH3:12])[CH:10]=[C:9]2[C:4]=1[CH:5]=[CH:6][CH:7]=[N:8]2. Reported procedure: 6-Hydroxy-7-methylquinoline (76 mg) was dissolved in chlorobenzene (7 ml) to prepare a solution. N-Bromosuccimide (180 mg) and 2,2′-azobisisobutyronitrile (23 mg) were added to the solution, and the mixture was stirred at 80° C. for one hr. Water was added to the reaction solution, and the mixture was extracted with ethyl acetate. The ethyl acetate layer was then washed with water and was dried over anhydrous sodium sulfate, the solvent was removed by distillation under the reduced pressure, and... The reactants are C(C)OC(=O)\C(\CC(=O)O)=C(\C1=CC=C(C=C1)S(=O)(=O)C)/C1=CC=C(C=C1)Cl ((Z)-3-ethoxycarbonyl-4-(4-chlorophenyl)-4-(4-methanesulphonylphenyl)-3-butenoic acid), [OH-].[Na+] (sodium hydroxide). Run in O (water), C(C)O (ethanol). Reaction conditions: time 1 hour. Product: ClC1=CC=C(C=C1)\C(\C1=CC=C(C=C1)S(=O)(=O)C)=C(/C(=O)O)\CC(=O)O ((Z)-2-[1-(4-chlorophenyl)-1-(4-methanesulphonylphenyl)-methylene]succinic acid). Isolated yield 82.4%. Reaction SMILES: C([O:3][C:4](/[C:6](=[C:11](\[C:22]1[CH:27]=[CH:26][C:25]([Cl:28])=[CH:24][CH:23]=1)/[C:12]1[CH:17]=[CH:16][C:15]([S:18]([CH3:21])(=[O:20])=[O:19])=[CH:14][CH:13]=1)/[CH2:7][C:8]([OH:10])=[O:9])=[O:5])C.[OH-].[Na+]>C(O)C.O>[Cl:28][C:25]1[CH:24]=[CH:23][C:22](/[C:11](=[C:6](/[CH2:7][C:8]([OH:10])=[O:9])\[C:4]([OH:5])=[O:3])/[C:12]2[CH:13]=[CH:14][C:15]([S:18]([CH3:21])(=[O:19])=[O:20])=[CH:16][CH:17]=2)=[CH:27][CH:26]=1 |f:1.2|. Procedure details: To a suspension of 50 g (0.118 mole) of (Z)-3-ethoxycarbonyl-4-(4-chlorophenyl)-4-(4-methanesulphonylphenyl)-3-butenoic acid, prepared in example 3, in 1000 ml of ethanol is added a solution of 10.4 g (0.26 mole) of sodium hydroxide in 25 ml of water. The mixture is heated under reflux for 6 hours, the precipitate is filtered off and washed with ethanol. The solid is then taken up into 500 ml of a 1N sodium hydroxide solution and the insoluble is filtered off. The aqueous phase is washed with di...